Dataset: the Open Reaction Database (ORD), a public repository of structured organic reaction records. Task: describe an organic reaction: reactants, conditions, products, and yield The reactants are C1(=CC=C(C=C1)S(=O)(=O)O)C (p-toluenesulphonic acid), N1(CCCC1)CC(=O)O (1-pyrrolidine-acetic acid), ClC1=CC=CC2=C1C(N1[C@H](C=3N2C=NC3C(N)=NO)CC1)=O ((S)-8-chloro-12,12a-dihydro-9-oxo-9H,11H- azeto[2,1-c]imidazo[1,5-a][1,4]benzodiazepine-1-carboxamidoxime), C(=O)(N1C=NC=C1)N1C=NC=C1 (1,1'-carbonyldiimidazole). The solvent is CN(C=O)C (N,N-dimethylformamide). Conditions: time 8 hour. Product: ClC1=CC=CC2=C1C(N1[C@H](C=3N2C=NC3C3=NOC(=N3)CN3CCCC3)CC1)=O ((S)-8-chloro-12,12a-dihydro-1-[5-(pyrrolidin-1-ylmethyl)-1,2,4-oxadiazol-3-yl]-9H,11H-azeto[2,1-c]imidazo[1,5-a][1,4]benzodiazepin-9-one). Yield: 31.7%. RXN SMILES: [N:1]1([CH2:6][C:7]([OH:9])=O)[CH2:5][CH2:4][CH2:3][CH2:2]1.C(N1C=CN=C1)(N1C=CN=C1)=O.[Cl:22][C:23]1[C:28]2[C:29](=[O:43])[N:30]3[CH2:42][CH2:41][C@H:31]3[C:32]3[N:33]([CH:34]=[N:35][C:36]=3[C:37](=[N:39]O)[NH2:38])[C:27]=2[CH:26]=[CH:25][CH:24]=1.C1(C)C=CC(S(O)(=O)=O)=CC=1>CN(C)C=O>[Cl:22][C:23]1[C:28]2[C:29](=[O:43])[N:30]3[CH2:42][CH2:41][C@H:31]3[C:32]3[N:33]([CH:34]=[N:35][C:36]=3[C:37]3[N:39]=[C:7]([CH2:6][N:1]4[CH2:2][CH2:3][CH2:4][CH2:5]4)[O:9][N:38]=3)[C:27]=2[CH:26]=[CH:25][CH:24]=1. Reported procedure: 2.55 g (13.5 mmol) of 1-pyrrolidine-acetic acid were dissolved in 20 ml of N,N-dimethylformamide and treated portionwise with 2.6 g (15.9 mmol) of 1,1'-carbonyldiimidazole. After stirring for 45 minutes 3.9 g (12.3 mmol) of (S)-8-chloro-12,12a-dihydro-9-oxo-9H,11H- azeto[2,1-c]imidazo[1,5-a][1,4]benzodiazepine-1-carboxamidoxime were added and the mixture was stirred at 90° overnight. 0.2 g of p-toluenesulphonic acid was added and the mixture was stirred at 90° for a further 4 hours. The reaction... The reactants are C(C)(C)(C)OC(=O)N1CCC(CC1)N1CCC(CC1)N1N=C(C=2C1=NC=NC2N)C2=CC=C(C=C2)OC2=CC=CC=C2 (1-[ 1-(1-tert-butoxycarbonyl-4-piperidinyl)-4-piperidinyl]-3-(4-phenoxyphenyl)-1H-pyrazolo[3,4-d]pyrimidin-4-amine). The solvent is FC(C(=O)O)(F)F (trifluoroacetic acid), ClCCl (dichloromethane). Conditions: time 30 minute. Product: N1CCC(CC1)N1CCC(CC1)N1N=C(C=2C1=NC=NC2N)C2=CC=C(C=C2)OC2=CC=CC=C2 (1-[1-(4-piperidinyl)-4-piperidinyl]-3-(4-phenoxyphenyl)-1H-pyrazolo[3,4-d]pyrimidin-4-amine). Yield: 51.6%. RXN SMILES: C(OC([N:8]1[CH2:13][CH2:12][CH:11]([N:14]2[CH2:19][CH2:18][CH:17]([N:20]3[C:24]4=[N:25][CH:26]=[N:27][C:28]([NH2:29])=[C:23]4[C:22]([C:30]4[CH:35]=[CH:34][C:33]([O:36][C:37]5[CH:42]=[CH:41][CH:40]=[CH:39][CH:38]=5)=[CH:32][CH:31]=4)=[N:21]3)[CH2:16][CH2:15]2)[CH2:10][CH2:9]1)=O)(C)(C)C>FC(F)(F)C(O)=O.ClCCl>[NH:8]1[CH2:9][CH2:10][CH:11]([N:14]2[CH2:19][CH2:18][CH:17]([N:20]3[C:24]4=[N:25][CH:26]=[N:27][C:28]([NH2:29])=[C:23]4[C:22]([C:30]4[CH:35]=[CH:34][C:33]([O:36][C:37]5[CH:42]=[CH:41][CH:40]=[CH:39][CH:38]=5)=[CH:32][CH:31]=4)=[N:21]3)[CH2:16][CH2:15]2)[CH2:12][CH2:13]1. Reported procedure: 1-[ 1-(1-tert-butoxycarbonyl-4-piperidinyl)-4-piperidinyl]-3-(4-phenoxyphenyl)-1H-pyrazolo[3,4-d]pyrimidin-4-amine (254 mg, 0.446 mmol) was stirred in 25 ml of 10% trifluoroacetic acid in dichloromethane overnight. The solvent was evaporated and the residue was dissolved in dichloromethane. Saturated sodium bicarbonate was added and the resulting mixture was stirred for 30 minutes. The layers were separated and the aqueous layer was extracted with dichloromathane. The combined organic layer was ... The reactants are CC(C(C)(C)O1)(C)OB1C2=CC=CC(C3(NC(OCC4=CC=CC=C4)=O)CC3)=C2, BrC1=CC2=C(C=C1)C=CN2. Reagents/catalysts: CC(C)(C)C1=CC=C(C=C1)C2=CC=C(C=C2)C(C)(C)C, C(=O)([O-])[O-].[Na+].[Na+], C1=CC=C(C=C1)P(C2=CC=CC=C2)C3=CC=CC=C3.C1=CC=C(C=C1)P(C2=CC=CC=C2)C3=CC=CC=C3.C1=CC=C(C=C1)P(C2=CC=CC=C2)C3=CC=CC=C3.C1=CC=C(C=C1)P(C2=CC=CC=C2)C3=CC=CC=C3.[Pd]. Run in COCCOC, O (water), COCCOC. Reaction conditions: temperature 85 celsius, time 24 hour. Product: O=C(OCC1=CC=CC=C1)NC2(CC2)C3=CC(C4=CC5=C(C=C4)C=CN5)=CC=C3. Yield: 40.0%.